Dataset: the Open Reaction Database (ORD), a public repository of structured organic reaction records. Task: describe an organic reaction: reactants, conditions, products, and yield The reactants are CC(C)(C)N(Cc1ccccc1)CC(O)COc1cccc(N)c1O, CC(C)O, COC(=O)Cl, O. The product is COC(=O)Nc1cccc(OCC(O)CN(Cc2ccccc2)C(C)(C)C)c1O. RXN SMILES: [CH2:1]([c:2]1[cH:3][cH:4][cH:5][cH:6][cH:7]1)[N:8]([CH2:9][CH:10]([CH2:11][O:12][c:13]1[c:14]([OH:20])[c:15]([NH2:19])[cH:16][cH:17][cH:18]1)[OH:21])[C:22]([CH3:23])([CH3:24])[CH3:25].[CH:32]([OH:33])([CH3:34])[CH3:35].[Cl:26][C:27](=[O:28])[O:29][CH3:30].[OH2:31]>>[CH2:1]([c:2]1[cH:3][cH:4][cH:5][cH:6][cH:7]1)[N:8]([CH2:9][CH:10]([CH2:11][O:12][c:13]1[c:14]([OH:20])[c:15]([NH:19][C:27](=[O:28])[O:29][CH3:30])[cH:16][cH:17][cH:18]1)[OH:21])[C:22]([CH3:23])([CH3:24])[CH3:25]. Starting materials: C(C)(C)(C)OC(\C=C\C1=CN(C=C1)S(=O)(=O)C1=CC=C(C=C1)I)=O ((E)-3-[1-(4-Iodo-benzenesulfonyl)-1H-pyrrol-3-yl]-acrylic acid tert-butyl ester). The solvent is ClCCl (dichloromethane), C(=O)(C(F)(F)F)O (TFA). Product: IC1=CC=C(C=C1)S(=O)(=O)N1C=C(C=C1)/C=C/C(=O)O ((E)-3-[1-(4-Iodo-benzenesulfonyl)-1H-pyrrol-3-yl]-acrylic acid). Reaction SMILES: C([O:5][C:6](=[O:24])/[CH:7]=[CH:8]/[C:9]1[CH:13]=[CH:12][N:11]([S:14]([C:17]2[CH:22]=[CH:21][C:20]([I:23])=[CH:19][CH:18]=2)(=[O:16])=[O:15])[CH:10]=1)(C)(C)C>ClCCl.C(O)(C(F)(F)F)=O>[I:23][C:20]1[CH:19]=[CH:18][C:17]([S:14]([N:11]2[CH:12]=[CH:13][C:9](/[CH:8]=[CH:7]/[C:6]([OH:24])=[O:5])=[CH:10]2)(=[O:16])=[O:15])=[CH:22][CH:21]=1. Reported procedure: A mixture of 6.69 g (E)-3-[1-(4-Iodo-benzenesulfonyl)-1H-pyrrol-3-yl]-acrylic acid tert-butyl ester in 180 ml dichloromethane and 18.1 ml TFA is stirred at ambient temperature over the weekend. The reaction mixture is evaporated and the crude product is washed with toluene and dried in vacuo. Starting materials: COc1cc(-n2cnc3cc(-c4ccc(Cl)cc4)sc3c2=O)ccc1N, O, Cc1ccc(S(=O)(=O)Cl)cc1, c1ccncc1. Yields the product COc1cc(-n2cnc3cc(-c4ccc(Cl)cc4)sc3c2=O)ccc1NS(=O)(=O)c1ccc(C)cc1. As a reaction SMILES: [NH2:7][c:8]1[c:9]([O:31][CH3:32])[cH:10][c:11](-[n:14]2[cH:15][n:16][c:17]3[c:18]([c:19]2=[O:20])[s:21][c:22](-[c:24]2[cH:25][cH:26][c:27]([Cl:30])[cH:28][cH:29]2)[cH:23]3)[cH:12][cH:13]1.[OH2:44].[c:33]1([CH3:43])[cH:34][cH:35][c:36]([S:39](=[O:40])(=[O:41])[Cl:42])[cH:37][cH:38]1.[cH:1]1[cH:2][cH:3][n:4][cH:5][cH:6]1>>[NH:7]([c:8]1[c:9]([O:31][CH3:32])[cH:10][c:11](-[n:14]2[cH:15][n:16][c:17]3[c:18]([c:19]2=[O:20])[s:21][c:22](-[c:24]2[cH:25][cH:26][c:27]([Cl:30])[cH:28][cH:29]2)[cH:23]3)[cH:12][cH:13]1)[S:39]([c:36]1[cH:35][cH:34][c:33]([CH3:43])[cH:38][cH:37]1)(=[O:40])=[O:41]. The reactants are Brc1ccn2nc(Br)nc2c1, CCO, CCN(C(C)C)C(C)C, Cl, CNCCF. Yields the product CN(CCF)c1nc2cc(Br)ccn2n1. As a reaction SMILES: [Br:1][c:2]1[n:3][n:4]2[c:5]([cH:6][c:7]([Br:10])[cH:8][cH:9]2)[n:11]1.[CH3:27][CH2:28][OH:29].[CH:18]([N:19]([CH:20]([CH3:21])[CH3:22])[CH2:23][CH3:24])([CH3:25])[CH3:26].[ClH:12].[F:13][CH2:14][CH2:15][NH:16][CH3:17]>>[c:2]1([N:16]([CH2:15][CH2:14][F:13])[CH3:17])[n:3][n:4]2[c:5]([cH:6][c:7]([Br:10])[cH:8][cH:9]2)[n:11]1. The reactants are CC1(OB(OC1(C)C)C=1C(=NC=CC1)N)C (3-(4,4,5,5-tetramethyl-1,3,2-dioxaborolan-2-yl)pyridin-2-amine), BrC1=CC(=C(C(=O)OC)C=C1)C (methyl 4-bromo-2-methylbenzoate), COCCOC (DME), C(=O)([O-])[O-].[Na+].[Na+] (Na2CO3), B2(PIN)2, crude mixture. Reagents/catalysts: C1=CC=C(C=C1)P([C-]2C=CC=C2)C3=CC=CC=C3.C1=CC=C(C=C1)P([C-]2C=CC=C2)C3=CC=CC=C3.Cl[Pd]Cl.[Fe+2].C(Cl)Cl (PdCl2(dppf) DCM). Solvent: CCCCCCC (heptane), CCOCC (Ether). Conditions: temperature 108 celsius. Product: NC1=NC=CC=C1C1=CC(=C(C(=O)OC)C=C1)C (methyl 4-(2-aminopyridin-3-yl)-2-methylbenzoate). Yield: 62.1%. As a reaction SMILES: CC1(C)C(C)(C)OB([C:9]2[C:10]([NH2:15])=[N:11][CH:12]=[CH:13][CH:14]=2)O1.Br[C:18]1[CH:27]=[CH:26][C:21]([C:22]([O:24][CH3:25])=[O:23])=[C:20]([CH3:28])[CH:19]=1.COCCOC.C([O-])([O-])=O.[Na+].[Na+]>C1C=CC(P(C2C=CC=CC=2)[C-]2C=CC=C2)=CC=1.C1C=CC(P(C2C=CC=CC=2)[C-]2C=CC=C2)=CC=1.Cl[Pd]Cl.[Fe+2].C(Cl)Cl.CCCCCCC.CCOCC>[NH2:15][C:10]1[C:9]([C:18]2[CH:27]=[CH:26][C:21]([C:22]([O:24][CH3:25])=[O:23])=[C:20]([CH3:28])[CH:19]=2)=[CH:14][CH:13]=[CH:12][N:11]=1 |f:3.4.5,6.7.8.9.10|. Procedure details: To 3-(4,4,5,5-tetramethyl-1,3,2-dioxaborolan-2-yl)pyridin-2-amine(7.37 g, 33.5 mmol) in 500 mL round bottom flask were added methyl 4-bromo-2-methylbenzoate (6.390 g, 27.9 mmol), PdCl2(dppf)-DCM (2.041 g, 2.79 mmol), DME (209 mL) and 2 M Na2CO3 solution (69.7 mL). The reaction mixture was bubbled through N2 for 20 min and heated in an oil bath at 108° C. for 1.5 h. The reaction mixture was diluted with EtOAc, washed with water three times, dried over Na2SO4, filtered and concentrated. The crude ...